From a dataset of the Open Reaction Database (ORD), a public repository of structured organic reaction records. describe an organic reaction: reactants, conditions, products, and yield Starting materials: Cn1c2c(c(Cc3cccc(N)c3)c1-c1ccnc(N)n1)C(=O)N(C(=O)OC(C)(C)C)CC2, COC(C)(C)C, ClCCl, [C-]#[N+]c1ccc(C(F)(F)F)cc1. The product is Cn1c2c(c(Cc3cccc(NC(=O)Nc4ccc(C(F)(F)F)cc4)c3)c1-c1ccnc(N)n1)C(=O)N(C(=O)OC(C)(C)C)CC2. As a reaction SMILES: [C:13]([CH3:14])([CH3:15])([CH3:16])[O:17][C:18](=[O:19])[N:20]1[C:21](=[O:45])[c:22]2[c:23]([n:26]([CH3:44])[c:27](-[c:37]3[n:38][c:39]([NH2:43])[n:40][cH:41][cH:42]3)[c:28]2[CH2:29][c:30]2[cH:31][c:32]([NH2:36])[cH:33][cH:34][cH:35]2)[CH2:24][CH2:25]1.[C:46]([CH3:48])([CH3:49])([O:50][CH3:47])[CH3:51].[Cl:52][CH2:53][Cl:54].[F:1][C:2]([c:3]1[cH:4][cH:5][c:6]([N+:9]#[C-:10])[cH:7][cH:8]1)([F:11])[F:12]>>[F:1][C:2]([c:3]1[cH:4][cH:5][c:6]([NH:9][C:10]([NH:36][c:32]2[cH:31][c:30]([CH2:29][c:28]3[c:22]4[c:23]([n:26]([CH3:44])[c:27]3-[c:37]3[n:38][c:39]([NH2:43])[n:40][cH:41][cH:42]3)[CH2:24][CH2:25][N:20]([C:18]([O:17][C:13]([CH3:14])([CH3:15])[CH3:16])=[O:19])[C:21]4=[O:45])[cH:35][cH:34][cH:33]2)=[O:50])[cH:7][cH:8]1)([F:11])[F:12]. The reactants are N1(CCNCCC1)C1=C(C=C(C=C1)N1C(C2=CC=C(C=C2C=C1)OC[C@H]1OCCC1)=O)OC (2-(4-[1,4]Diazepan-1-yl-3-methoxy-phenyl)-6-[(S)-1-(tetrahydro-furan-2-yl)methoxy]-2H-isoquinolin-1-one), O1CCC(CC1)=O (Tetrahydro-pyran-4-one). Yields the product COC=1C=C(C=CC1N1CCN(CCC1)C1CCOCC1)N1C(C2=CC=C(C=C2C=C1)OC[C@H]1OCCC1)=O (2-{3-Methoxy-4-[4-(tetrahydro-pyran-4-yl)-[1,4]diazepan-1-yl]-phenyl}-6-[(S)-1-(tetrahydro-furan-2-yl)methoxy]-2H-isoquinolin-1-one). RXN SMILES: [N:1]1([C:8]2[CH:13]=[CH:12][C:11]([N:14]3[CH:23]=[CH:22][C:21]4[C:16](=[CH:17][CH:18]=[C:19]([O:24][CH2:25][C@@H:26]5[CH2:30][CH2:29][CH2:28][O:27]5)[CH:20]=4)[C:15]3=[O:31])=[CH:10][C:9]=2[O:32][CH3:33])[CH2:7][CH2:6][CH2:5][NH:4][CH2:3][CH2:2]1.[O:34]1[CH2:39][CH2:38][C:37](=O)[CH2:36][CH2:35]1>>[CH3:33][O:32][C:9]1[CH:10]=[C:11]([N:14]2[CH:23]=[CH:22][C:21]3[C:16](=[CH:17][CH:18]=[C:19]([O:24][CH2:25][C@@H:26]4[CH2:30][CH2:29][CH2:28][O:27]4)[CH:20]=3)[C:15]2=[O:31])[CH:12]=[CH:13][C:8]=1[N:1]1[CH2:7][CH2:6][CH2:5][N:4]([CH:37]2[CH2:38][CH2:39][O:34][CH2:35][CH2:36]2)[CH2:3][CH2:2]1. Reported procedure: Reaction of 2-(4-[1,4]Diazepan-1-yl-3-methoxy-phenyl)-6-[(S)-1-(tetrahydro-furan-2-yl)methoxy]-2H-isoquinolin-1-one with Tetrahydro-pyran-4-one by method J resulted in the desired product with the molecular weight 533.67 (C31H39N3O5); MS (ESI): 534 (M+H+). The reactants are FC1=C(C=C(C=C1)C=1N=C(NC1)C1CCNCC1)C(F)(F)F (4-(4-(4-fluoro-3-(trifluoromethyl)phenyl)-1H-imidazol-2-yl)piperidine), Cl (hydrogen chloride). The solvent is CO (methanol). Conditions: time 30 minute. Yields the product Cl.FC1=C(C=C(C=C1)C=1N=C(NC1)C1CCNCC1)C(F)(F)F (4-(4-(4-fluoro-3-(trifluoromethyl)phenyl)-1H-imidazol-2-yl)piperidine hydrochloride). Isolated yield 78.6%. RXN SMILES: [F:1][C:2]1[CH:7]=[CH:6][C:5]([C:8]2[N:9]=[C:10]([CH:13]3[CH2:18][CH2:17][NH:16][CH2:15][CH2:14]3)[NH:11][CH:12]=2)=[CH:4][C:3]=1[C:19]([F:22])([F:21])[F:20].[ClH:23]>CO>[ClH:23].[F:1][C:2]1[CH:7]=[CH:6][C:5]([C:8]2[N:9]=[C:10]([CH:13]3[CH2:18][CH2:17][NH:16][CH2:15][CH2:14]3)[NH:11][CH:12]=2)=[CH:4][C:3]=1[C:19]([F:20])([F:21])[F:22] |f:3.4|. Procedure details: Suspend 4-(4-(4-fluoro-3-(trifluoromethyl)phenyl)-1H-imidazol-2-yl)piperidine (250 mg, 0.80 mmol) in methanol (20 mL) and add hydrogen chloride (2 M in diethyl ether, 0.798 mL, 0.80 mmol). Stir at room temperature for 30 min. Concentrate the mixture in vacuo, and add water (15 mL) and acetonitrile (5 mL). Freeze-dry the mixture to afford an off-white solid. Dry the solid in vacuo at 100° C. for 2 h to afford 4-(4-(4-fluoro-3-(trifluoromethyl)phenyl)-1H-imidazol-2-yl)piperidine hydrochloride as a... Starting materials: C[Si](C)(C)N=C=O (trimethylsilyl isocyanate), C(C)(C)(C)OC(=O)N(OC(=O)OC(C)(C)C)CC#CC1=CC(=CC=C1)C=1OC[C@H](N1)C1=CC=CC=C1 (N,O-di(tert-butoxycarbonyl)-[3-[3-(4,5-dihydro-4(R)-phenyl-oxazol-2-yl)phenyl]-2-propyn-1-yl]hydroxylamine), C(=O)(O)[O-].[Na+] (NaHCO3), FC(C(=O)O)(F)F (trifluoroacetic acid). Run in ClCCl (dichloromethane). Run at time 30 minute. Product: C1(=CC=CC=C1)[C@H]1N=C(OC1)C=1C=C(C=CC1)C#CCN(C(=O)N)O ((+)-N-[3-[3-(4,5-Dihydro-4(R)-phenyloxazol-2-yl)phenyl]-2-propyn-1-yl]-N-hydroxyurea). The yield is 73.1%. RXN SMILES: C(O[C:6]([N:8]([CH2:17][C:18]#[C:19][C:20]1[CH:25]=[CH:24][CH:23]=[C:22]([C:26]2[O:27][CH2:28][C@@H:29]([C:31]3[CH:36]=[CH:35][CH:34]=[CH:33][CH:32]=3)[N:30]=2)[CH:21]=1)[O:9]C(OC(C)(C)C)=O)=[O:7])(C)(C)C.FC(F)(F)C(O)=O.C([O-])(O)=O.[Na+].C[Si]([N:53]=C=O)(C)C>ClCCl>[C:31]1([C@@H:29]2[CH2:28][O:27][C:26]([C:22]3[CH:21]=[C:20]([C:19]#[C:18][CH2:17][N:8]([OH:9])[C:6]([NH2:53])=[O:7])[CH:25]=[CH:24][CH:23]=3)=[N:30]2)[CH:36]=[CH:35][CH:34]=[CH:33][CH:32]=1 |f:2.3|. Reported procedure: To a solution of N,O-di(tert-butoxycarbonyl)-[3-[3-(4,5-dihydro-4(R)-phenyl-oxazol-2-yl)phenyl]-2-propyn-1-yl]hydroxylamine (1.99 g, 4 mmol) in dichloromethane (30 ml) cooled to 0° C. was slowly added trifluoroacetic acid (10 ml). The reaction mixture was allowed to warm to room temperature, stirred an additional 30 min., and then poured into a saturated aqueous NaHCO3 solution (100 ml). The mixture was extracted with dichloromethane (3×30 ml) and the organic phase washed with brine (20 ml), dri... Starting materials: NC1=C(C(=O)N)C=C(C=N1)Cl (2-amino-5-chloronicotinamide), BrCC=1C=C(C#N)C=CC1F (3-(bromomethyl)-4-fluorobenzonitrile). The solvent is C(C)(=O)OCC (ethyl acetate), CN(C=O)C (N,N-dimethylformamide). Reaction conditions: temperature 100 celsius, time 14 hour. Product: Br.ClC=1C=C(C(N(C1)CC1=C(C=CC(=C1)C#N)F)=N)C(=O)N (5-chloro-1-(5-cyano-2-fluorobenzyl)-2-imino-1,2-dihydropyridine-3-carboxamide hydrobromide). Yield: 17.8%. RXN SMILES: [NH2:1][C:2]1[N:10]=[CH:9][C:8]([Cl:11])=[CH:7][C:3]=1[C:4]([NH2:6])=[O:5].[Br:12][CH2:13][C:14]1[CH:15]=[C:16]([CH:19]=[CH:20][C:21]=1[F:22])[C:17]#[N:18]>CN(C)C=O.C(OCC)(=O)C>[BrH:12].[Cl:11][C:8]1[CH:7]=[C:3]([C:4]([NH2:6])=[O:5])[C:2](=[NH:1])[N:10]([CH2:13][C:14]2[CH:15]=[C:16]([C:17]#[N:18])[CH:19]=[CH:20][C:21]=2[F:22])[CH:9]=1 |f:4.5|. Procedure: To a solution of 2-amino-5-chloronicotinamide (0.15 g) in N,N-dimethylformamide (3 ml) was added 3-(bromomethyl)-4-fluorobenzonitrile (0.29 g), and the mixture was stirred at 100° C. for 14 hr. The reaction mixture was diluted with ethyl acetate. The precipitate was collected by filtration and washed with ethyl acetate. The obtained precipitate was recrystallized from methanol-ethyl acetate to give the title compound (60 mg). Reactants: CC(=O)OCC1OC(OCCBr)C(OC(C)=O)C(OC(C)=O)C1OC(C)=O, CCOC(C)=O, CCCCCC(C)C, CCCCCCCC[N+](C)(CCCCCCCC)CCCCCCCC, [Cl-], Nc1ccc(S)cc1, [Na+], [OH-], O, c1ccccc1. The product is CC(=O)OCC1OC(OCCSc2ccc(N)cc2)C(OC(C)=O)C(OC(C)=O)C1OC(C)=O. As a reaction SMILES: [C:1]([CH3:2])(=[O:3])[O:4][CH:5]1[CH:6]([O:7][CH2:8][CH2:9][Br:10])[O:11][CH:12]([CH2:23][O:24][C:25]([CH3:26])=[O:27])[CH:13]([O:19][C:20]([CH3:21])=[O:22])[CH:14]1[O:15][C:16]([CH3:17])=[O:18].[C:46]([O:47][CH2:48][CH3:49])(=[O:50])[CH3:51].[CH3:38][CH2:39][CH2:40][CH2:41][CH2:42][CH:43]([CH3:44])[CH3:45].[CH3:53][N+:54]([CH2:55][CH2:56][CH2:57][CH2:58][CH2:59][CH2:60][CH2:61][CH3:62])([CH2:63][CH2:64][CH2:65][CH2:66][CH2:67][CH2:68][CH2:69][CH3:70])[CH2:71][CH2:72][CH2:73][CH2:74][CH2:75][CH2:76][CH2:77][CH3:78].[Cl-:52].[NH2:28][c:29]1[cH:30][cH:31][c:32]([SH:35])[cH:33][cH:34]1.[Na+:37].[OH-:36].[OH2:85].[cH:79]1[cH:80][cH:81][cH:82][cH:83][cH:84]1>>[C:1]([CH3:2])(=[O:3])[O:4][CH:5]1[CH:6]([O:7][CH2:8][CH2:9][S:35][c:32]2[cH:31][cH:30][c:29]([NH2:28])[cH:34][cH:33]2)[O:11][CH:12]([CH2:23][O:24][C:25]([CH3:26])=[O:27])[CH:13]([O:19][C:20]([CH3:21])=[O:22])[CH:14]1[O:15][C:16]([CH3:17])=[O:18]. The reactants are CC(C)C[AlH]CC(C)C (DIBAL-H), ClC=1C=C(C=C(C1)Cl)C1=CC=C(C=C1)/C=C/C(=O)OCC ((E)-ethyl 3-(3′,5′-dichloro-biphenyl-4-yl)-acrylate). Yields the product ClC=1C=C(C=C(C1)Cl)C1=CC=C(C=C1)/C=C/CO ((E)-3-(3′,5′-dichloro-biphenyl-4-yl)-prop-2-en-1-ol). Reaction SMILES: CC(C[AlH]CC(C)C)C.[Cl:10][C:11]1[CH:12]=[C:13]([C:18]2[CH:23]=[CH:22][C:21](/[CH:24]=[CH:25]/[C:26](OCC)=[O:27])=[CH:20][CH:19]=2)[CH:14]=[C:15]([Cl:17])[CH:16]=1>>[Cl:10][C:11]1[CH:12]=[C:13]([C:18]2[CH:19]=[CH:20][C:21](/[CH:24]=[CH:25]/[CH2:26][OH:27])=[CH:22][CH:23]=2)[CH:14]=[C:15]([Cl:17])[CH:16]=1. Reported procedure: The colourless gum (E)-3-(3′,5′-dichloro-biphenyl-4-yl)-prop-2-en-1-ol was prepared by DIBAL-H reduction of (E)-ethyl 3-(3′,5′-dichloro-biphenyl-4-yl)-acrylate as described for example 52b.